This data is from the Open Reaction Database (ORD), a public repository of structured organic reaction records. The task is: describe an organic reaction: reactants, conditions, products, and yield Starting materials: CCOC(=O)CCCCCCC1(C(=O)OCc2ccccc2)CCCC1=O, Cc1ccccc1, [H][H]. Yields the product CCOC(=O)CCCCCCC1CCCC1=O. RXN SMILES: [CH2:1]([CH3:2])[O:3][C:4]([CH2:5][CH2:6][CH2:7][CH2:8][CH2:9][CH2:10][C:11]1([C:17]([O:18][CH2:19][c:20]2[cH:21][cH:22][cH:23][cH:24][cH:25]2)=[O:26])[CH2:12][CH2:13][CH2:14][C:15]1=[O:16])=[O:27].[CH3:30][c:31]1[cH:32][cH:33][cH:34][cH:35][cH:36]1.[H:28][H:29]>>[CH2:1]([CH3:2])[O:3][C:4]([CH2:5][CH2:6][CH2:7][CH2:8][CH2:9][CH2:10][CH:11]1[CH2:12][CH2:13][CH2:14][C:15]1=[O:16])=[O:27]. The reactants are C(CCC)NC1=NC(=C2N=C(N(C2=N1)CCCCCl)OC)N (N2-Butyl-9-(4-chlorobutyl)-8-(methyloxy)-9H-purine-2,6-diamine), FC(C(=O)O)(F)F.COC=1N=C2N=C(NC(=C2N1)N)O[C@H](CC)C (8-(methyloxy)-2-{[(1S)-1-methylpropyl]oxy}-1H-purin-6-amine trifluoroacetate), BrCCCCCl (1-bromo-4-chlorobutane), aminopropyl. The solvent is C(C)(=O)OCC.C1CCCCC1 (ethyl acetate cyclohexane). Yields the product ClCCCCN1C2=NC(=NC(=C2N=C1OC)N)O[C@H](CC)C (9-(4-Chlorobutyl)-8-(methyloxy)-2-{[(1S)-1-methylpropyl]oxy}-9H-purin-6-amine). RXN SMILES: C(N[C:6]1[N:14]=[C:13]2[C:9]([N:10]=[C:11]([O:20][CH3:21])[N:12]2[CH2:15][CH2:16][CH2:17][CH2:18][Cl:19])=[C:8]([NH2:22])[N:7]=1)CCC.FC(F)(F)C(O)=O.COC1N=C2C(N=1)=C(N)NC([O:42][C@@H:43]([CH3:46])[CH2:44][CH3:45])=N2.BrCCCCCl>C(OCC)(=O)C.C1CCCCC1>[Cl:19][CH2:18][CH2:17][CH2:16][CH2:15][N:12]1[C:11]([O:20][CH3:21])=[N:10][C:9]2[C:13]1=[N:14][C:6]([O:42][C@@H:43]([CH3:46])[CH2:44][CH3:45])=[N:7][C:8]=2[NH2:22] |f:1.2,4.5|. Procedure: Prepared similarly to Intermediate 18 from 8-(methyloxy)-2-{[(1S)-1-methylpropyl]oxy}-1H-purin-6-amine trifluoroacetate and 1-bromo-4-chlorobutane with purification on an aminopropyl (NH2) cartridge using a 0-100% ethyl acetate-cyclohexane gradient. Solvent: N1=CC=CC=C1 (pyridine). RXN SMILES: [NH2:1][C:2]1[S:3][C:4]([C:11]2[CH:16]=[CH:15][C:14]([S:17][CH3:18])=[CH:13][CH:12]=2)=[C:5]([C:7]([O:9][CH3:10])=[O:8])[N:6]=1.[C:19](Cl)(=[O:21])[CH3:20].O>N1C=CC=CC=1>[C:19]([NH:1][C:2]1[S:3][C:4]([C:11]2[CH:16]=[CH:15][C:14]([S:17][CH3:18])=[CH:13][CH:12]=2)=[C:5]([C:7]([O:9][CH3:10])=[O:8])[N:6]=1)(=[O:21])[CH3:20]. Reactants: C(C)(=O)Cl (acetyl chloride), NC=1SC(=C(N1)C(=O)OC)C1=CC=C(C=C1)SC (Methyl 2-amino-5-[4-(methylthio)phenyl]-1,3-thiazole-4-carboxylate), O (water). The product is C(C)(=O)NC=1SC(=C(N1)C(=O)OC)C1=CC=C(C=C1)SC (methyl 2-(acetylamino)-5-[4-(methylthio)phenyl]-1,3-thiazole-4-carboxylate). Reported procedure: Methyl 2-amino-5-[4-(methylthio)phenyl]-1,3-thiazole-4-carboxylate (8.8 g) was dissolved in pyridine (88 ml), and then acetyl chloride (6.7 ml) was added dropwise to the solution at 0° C. under nitrogen atmosphere. The reaction mixture was stirred at room temperature for 30 minutes and at 50° C. for 2 hours. After cooled to 0° C., water was added to the solution. The precipitate was filtered in vacuo, and the solid was washed with ethyl ether to give methyl 2-(acetylamino)-5-[4-(methylthio)pheny... Run at temperature 50 celsius, time 2 hour. Starting materials: O=C([O-])O, CCOC(=O)CCCOc1cccc(CCCCCCBr)c1CCC(=O)OCC, Cc1ccccc1, [Na+], [O-][n+]1ccccc1. The product is CCOC(=O)CCCOc1cccc(CCCCCC=O)c1CCC(=O)OCC. Reaction SMILES: [C:37](=[O:38])([OH:39])[O-:40].[CH2:1]([CH3:2])[O:3][C:4]([CH2:5][CH2:6][CH2:7][O:8][c:9]1[c:10]([CH2:22][CH2:23][C:24](=[O:25])[O:26][CH2:27][CH3:28])[c:11]([CH2:15][CH2:16][CH2:17][CH2:18][CH2:19][CH2:20][Br:21])[cH:12][cH:13][cH:14]1)=[O:29].[CH3:42][c:43]1[cH:44][cH:45][cH:46][cH:47][cH:48]1.[Na+:41].[O-:30][n+:31]1[cH:32][cH:33][cH:34][cH:35][cH:36]1>>[CH2:1]([CH3:2])[O:3][C:4]([CH2:5][CH2:6][CH2:7][O:8][c:9]1[c:10]([CH2:22][CH2:23][C:24](=[O:25])[O:26][CH2:27][CH3:28])[c:11]([CH2:15][CH2:16][CH2:17][CH2:18][CH2:19][CH:20]=[O:30])[cH:12][cH:13][cH:14]1)=[O:29]. Starting materials: ClC1=CN=CC(=N1)C(=O)NC1=NN=NN1 (6-chloro-N-(1H-5-tetrazolyl)pyrazine-2-carboxamide), CC1CNCCC1 (3-methylpiperidine). Run in C1=CC=CC=C1 (benzene). Product: CC1CN(CCC1)C1=CN=CC(=N1)C(=O)NC1=NN=NN1 (6-(3-Methyl-1-piperidinyl)-N-(1H-5-tetrazoly1)pyrazine-2-carboxamide). RXN SMILES: Cl[C:2]1[N:7]=[C:6]([C:8]([NH:10][C:11]2[NH:15][N:14]=[N:13][N:12]=2)=[O:9])[CH:5]=[N:4][CH:3]=1.[CH3:16][CH:17]1[CH2:22][CH2:21][CH2:20][NH:19][CH2:18]1>C1C=CC=CC=1>[CH3:16][CH:17]1[CH2:22][CH2:21][CH2:20][N:19]([C:2]2[N:7]=[C:6]([C:8]([NH:10][C:11]3[NH:15][N:14]=[N:13][N:12]=3)=[O:9])[CH:5]=[N:4][CH:3]=2)[CH2:18]1. Procedure details: To a suspension of 1.13 g of 6-chloro-N-(1H-5-tetrazolyl)pyrazine-2-carboxamide in 20 ml of benzene, 2.94 ml of 3-methylpiperidine was added, and the mixture was refluxed for 6 hours. The reation mixture was evaporated, ethanol was added to the residue, and then the ethanol solution was adjusted with ethanolic hydrogen chloride to pH 3. The precipitate was collected by filtration, and recrystalized from a mixture of dimethylsulfoxide and methanol affording 0.81 g of the desired compound as pale ...